The task is: describe an organic reaction: reactants, conditions, products, and yield. This data is from the Open Reaction Database (ORD), a public repository of structured organic reaction records. Starting materials: Cn1ncc(C(=O)O)c1Br, CN(C)C=O, CCOC(C)=O, O=C(Cl)C(=O)Cl, N#Cc1c(Oc2cc(N)c(F)cc2Cl)ccc2nc(NC(=O)C3CC3)sc12, C1CCOC1. Yields the product Cn1ncc(C(=O)Nc2cc(Oc3ccc4nc(NC(=O)C5CC5)sc4c3C#N)c(Cl)cc2F)c1Br. RXN SMILES: [Br:1][c:2]1[c:3]([C:8](=[O:9])[OH:10])[cH:4][n:5][n:6]1[CH3:7].[CH3:17][N:18]([CH3:19])[CH:20]=[O:21].[CH3:54][CH2:55][O:56][C:57](=[O:58])[CH3:59].[Cl:11][C:12]([C:13]([Cl:14])=[O:15])=[O:16].[NH2:22][c:23]1[c:24]([F:48])[cH:25][c:26]([Cl:47])[c:27]([O:28][c:29]2[c:30]([C:44]#[N:45])[c:31]3[c:32]([n:33][c:34]([NH:36][C:37](=[O:38])[CH:39]4[CH2:40][CH2:41]4)[s:35]3)[cH:42][cH:43]2)[cH:46]1.[O:49]1[CH2:50][CH2:51][CH2:52][CH2:53]1>>[Br:1][c:2]1[c:3]([C:8](=[O:10])[NH:22][c:23]2[c:24]([F:48])[cH:25][c:26]([Cl:47])[c:27]([O:28][c:29]3[c:30]([C:44]#[N:45])[c:31]4[c:32]([n:33][c:34]([NH:36][C:37](=[O:38])[CH:39]5[CH2:40][CH2:41]5)[s:35]4)[cH:42][cH:43]3)[cH:46]2)[cH:4][n:5][n:6]1[CH3:7]. Starting materials: CO, Cc1cc(C)cc(OCC(C)Br)c1, [I-], N, [Na+]. Yields the product Cc1cc(C)cc(OCC(C)N)c1. As a reaction SMILES: [CH3:17][OH:18].[CH3:1][c:2]1[cH:3][c:4]([O:5][CH2:6][CH:7]([CH3:8])[Br:9])[cH:10][c:11]([CH3:13])[cH:12]1.[I-:15].[NH3:16].[Na+:14]>>[CH3:1][c:2]1[cH:3][c:4]([O:5][CH2:6][CH:7]([CH3:8])[NH2:16])[cH:10][c:11]([CH3:13])[cH:12]1. Starting materials: ClCCl (dichloromethane), ClC(=O)N1C=2C(C(NC3=C1C=CC=C3)=O)=CSC2C (4-(chlorocarbonyl)-4,9-dihydro-3-methyl-10H-thieno[3,4-b][1,5]benzodiazepin-10-one), C(C)N(CCN(CCC1NCCCC1)C)CC (2-[2-[[2-(diethylamino)ethyl]methylamino]ethyl]piperidine). Run in C(C)#N (acetonitrile). Product: C(C)N(CCN(CCC1N(CCCC1)C(=O)N1C=2C(C(NC3=C1C=CC=C3)=O)=CSC2C)C)CC (4-[[2-[2-[[2-(Diethylamino)ethyl]methylamino]ethyl]-1-piperidinyl]carbonyl]-4,9-dihydro-3-methyl-10H-thieno[3,4-b][1,5]benzodiazepin-10-one). The yield is 22.0%. Reaction SMILES: ClCCl.Cl[C:5]([N:7]1[C:13]2[CH:14]=[CH:15][CH:16]=[CH:17][C:12]=2[NH:11][C:10](=[O:18])[C:9]2=[CH:19][S:20][C:21]([CH3:22])=[C:8]12)=[O:6].[CH2:23]([N:25]([CH2:38][CH3:39])[CH2:26][CH2:27][N:28]([CH3:37])[CH2:29][CH2:30][CH:31]1[CH2:36][CH2:35][CH2:34][CH2:33][NH:32]1)[CH3:24]>C(#N)C>[CH2:38]([N:25]([CH2:23][CH3:24])[CH2:26][CH2:27][N:28]([CH3:37])[CH2:29][CH2:30][CH:31]1[CH2:36][CH2:35][CH2:34][CH2:33][N:32]1[C:5]([N:7]1[C:13]2[CH:14]=[CH:15][CH:16]=[CH:17][C:12]=2[NH:11][C:10](=[O:18])[C:9]2=[CH:19][S:20][C:21]([CH3:22])=[C:8]12)=[O:6])[CH3:39]. Procedure: Prepared analogously to Example 4, but using dichloromethane instead of acetonitrile as solvent, from 4-(chlorocarbonyl)-4,9-dihydro-3-methyl-10H-thieno[3,4-b][1,5]benzodiazepin-10-one and 2-[2-[[2-(diethylamino)ethyl]methylamino]ethyl]piperidine (b.p.0.3 mmHg 92°-95° C.) in a yield of 22% of theory. Colourless crystals, m.p. 131°-133° C. (acetonitrile). Reaction SMILES: [OH:1][C:2]1[CH:7]=[CH:6][C:5]([CH:8]=[C:9]2[C:13]3[CH:14]=[CH:15][CH:16]=[CH:17][C:12]=3[NH:11][S:10]2(=[O:19])=[O:18])=[CH:4][CH:3]=1.[CH3:20][C:21](OCC1C2C(=CC=CC=2)C(COC(C)=O)=C2C=1C=CC=C2)=[O:22]>N1C=CC=CC=1>[C:21]([O:1][C:2]1[CH:7]=[CH:6][C:5]([CH:8]=[C:9]2[C:13]3[CH:14]=[CH:15][CH:16]=[CH:17][C:12]=3[NH:11][S:10]2(=[O:19])=[O:18])=[CH:4][CH:3]=1)(=[O:22])[CH3:20]. Run in N1=CC=CC=C1 (pyridine). Isolated yield 80.0%. Procedure: To a cooled solution of 3-(4'-hydroxyphenyl)methylene-2,1-benzisothiazoline-2,2-dioxide (273 mg, 1 mmol) in dry pyridine (0.5 ml) is added acetic arthydride (204 mg, 2 mmol) and the mixture maintained at 0°-5° C. overnight. Thereupon the mixture is concentrated under vacuum, the residue dissolved in dichloromethane, the organic layer washed with water and then evaporated under reduced pressure. The crude product is crystallized from chloroformmethanol to yield pure 3-(4'-acetoxyphenyl)methylene-... Reactants: OC1=CC=C(C=C1)C=C1S(NC2=C1C=CC=C2)(=O)=O (3-(4'-hydroxyphenyl)methylene-2,1-benzisothiazoline-2,2-dioxide), CC(=O)OCC1=C2C=CC=CC2=C(C3=CC=CC=C31)COC(=O)C (acetic). Product: C(C)(=O)OC1=CC=C(C=C1)C=C1S(NC2=C1C=CC=C2)(=O)=O (3-(4'-acetoxyphenyl)methylene-2,1-benzisothiazoline-2,2-dioxide). The reactants are ClC=1C=C(C=CC1)C=1N=C(SC1C(=O)O)N1C=NC2=C1C=C(C(=C2)OC)OC (4-(3-Chloro-phenyl)-2-(5,6-dimethoxy-benzoimidazol-1-yl)-thiazole-5-carboxylic acid), C1(=CC(=CC=C1)C(=O)NN)C (m-toluic acid hydrazide). Yields the product ClC=1C=C(C=CC1)C=1N=C(SC1C(=O)NNC(C1=CC(=CC=C1)C)=O)N1C=NC2=C1C=C(C(=C2)OC)OC (3-Methyl-benzoic acid N′-[4-(3-chloro-phenyl)-2-(5,6-dimethoxy-benzoimidazol-1-yl)-thiazole-5-carbonyl]-hydrazide). Yield: 3.8%. RXN SMILES: [Cl:1][C:2]1[CH:3]=[C:4]([C:8]2[N:9]=[C:10]([N:16]3[C:20]4[CH:21]=[C:22]([O:27][CH3:28])[C:23]([O:25][CH3:26])=[CH:24][C:19]=4[N:18]=[CH:17]3)[S:11][C:12]=2[C:13](O)=[O:14])[CH:5]=[CH:6][CH:7]=1.[C:29]1([CH3:39])[CH:34]=[CH:33][CH:32]=[C:31]([C:35]([NH:37][NH2:38])=[O:36])[CH:30]=1>>[Cl:1][C:2]1[CH:3]=[C:4]([C:8]2[N:9]=[C:10]([N:16]3[C:20]4[CH:21]=[C:22]([O:27][CH3:28])[C:23]([O:25][CH3:26])=[CH:24][C:19]=4[N:18]=[CH:17]3)[S:11][C:12]=2[C:13]([NH:38][NH:37][C:35](=[O:36])[C:31]2[CH:32]=[CH:33][CH:34]=[C:29]([CH3:39])[CH:30]=2)=[O:14])[CH:5]=[CH:6][CH:7]=1. Reported procedure: In a similar manner as described for Example 53, 4-(3-Chloro-phenyl)-2-(5,6-dimethoxy-benzoimidazol-1-yl)-thiazole-5-carboxylic acid (41 mg, 0.1 mmol) and m-toluic acid hydrazide (15.0 mg, 0.1 mmol, Lancaster) gave 3-Methyl-benzoic acid N′-[4-(3-chloro-phenyl)-2-(5,6-dimethoxy-benzoimidazol-1-yl)-thiazole-5-carbonyl]-hydrazide (2.1 mg, 3.8%) as a white solid. MS m/z 548 (M+1). The reactants are CN1CN=C2C(=C1NCCOC1=C(C=C(C=C1)CCCCC)C)C=CS2 (3-methyl-4-[2-(2-methyl-4-pentylphenoxy)ethylamino]thieno[2,3-d]pyrimidine), needles, Cl (hydrochloric acid). Run in C(C)O (ethanol). Run at time 10 minute. Product: Cl.CN1CN=C2C(=C1NCCOC1=C(C=C(C=C1)CCCCC)C)C=CS2 (3-methyl-4-[2-(2-methyl-4-pentylphenoxy)ethylamino]thieno[2,3-d]pyrimidine hydrochloride). Yield: 98.0%. As a reaction SMILES: [CH3:1][N:2]1[C:7]([NH:8][CH2:9][CH2:10][O:11][C:12]2[CH:17]=[CH:16][C:15]([CH2:18][CH2:19][CH2:20][CH2:21][CH3:22])=[CH:14][C:13]=2[CH3:23])=[C:6]2[CH:24]=[CH:25][S:26][C:5]2=[N:4][CH2:3]1.[ClH:27]>C(O)C>[ClH:27].[CH3:1][N:2]1[C:7]([NH:8][CH2:9][CH2:10][O:11][C:12]2[CH:17]=[CH:16][C:15]([CH2:18][CH2:19][CH2:20][CH2:21][CH3:22])=[CH:14][C:13]=2[CH3:23])=[C:6]2[CH:24]=[CH:25][S:26][C:5]2=[N:4][CH2:3]1 |f:3.4|. Procedure details: 5 g (0.0136 mole) of 3-methyl-4-[2-(2-methyl-4-pentylphenoxy)ethylamino]thieno[2,3-d]pyrimidine (Compound No. 15) were dissolved in 50 ml of ethanol, and 10 ml of concentrated hydrochloric acid were added at room temperature to the solution. The mixture was stirred for 10 minutes, after which the crystals which precipitated were collected by filtration and recrystallised from ethanol, giving 5.4 g (yield 98%) of the title compound in the form of colourless needles melting at 181°-183° C. This co...